Dataset: the Open Reaction Database (ORD), a public repository of structured organic reaction records. Task: describe an organic reaction: reactants, conditions, products, and yield The reactants are O=C(Cl)c1ccccc1, Cc1cccc(C)c1NCC(C)O, Cl, [Na+], [OH-], c1ccccc1. Yields the product Cc1cccc(C)c1N(CC(C)O)C(=O)c1ccccc1. As a reaction SMILES: [C:17]([c:18]1[cH:19][cH:20][cH:21][cH:22][cH:23]1)(=[O:24])[Cl:25].[CH3:4][c:5]1[c:6]([NH:12][CH2:13][CH:14]([CH3:15])[OH:16])[c:7]([CH3:11])[cH:8][cH:9][cH:10]1.[ClH:3].[Na+:2].[OH-:1].[cH:26]1[cH:27][cH:28][cH:29][cH:30][cH:31]1>>[CH3:4][c:5]1[c:6]([N:12]([CH2:13][CH:14]([CH3:15])[OH:16])[C:17]([c:18]2[cH:19][cH:20][cH:21][cH:22][cH:23]2)=[O:24])[c:7]([CH3:11])[cH:8][cH:9][cH:10]1. The reactants are COC1=CC=C(C=N1)C=O (6-methoxy-3-pyridine carboxaldehyde), C(C)(C)(C)OC(=O)N1CCNCC1 (tert-butyl-1-piperazine carboxylate), C(#N)[BH3-].[Na+] (Sodium cyanoborohydride). The solvent is C(C)O (ethanol), C(C)(=O)O (acetic acid). Conditions: time 5 minute. Product: COC1=CC=C(C=N1)CN1CCN(CC1)C(=O)OC(C)(C)C (tert-Butyl 4-((6-methoxypyridin-3-yl)methyl)piperazine-1-carboxylate). Yield: 74.9%. Reaction SMILES: [CH3:1][O:2][C:3]1[N:8]=[CH:7][C:6]([CH:9]=O)=[CH:5][CH:4]=1.[C:11]([O:15][C:16]([N:18]1[CH2:23][CH2:22][NH:21][CH2:20][CH2:19]1)=[O:17])([CH3:14])([CH3:13])[CH3:12].C([BH3-])#N.[Na+]>C(O)C.C(O)(=O)C>[CH3:1][O:2][C:3]1[N:8]=[CH:7][C:6]([CH2:9][N:21]2[CH2:20][CH2:19][N:18]([C:16]([O:15][C:11]([CH3:14])([CH3:13])[CH3:12])=[O:17])[CH2:23][CH2:22]2)=[CH:5][CH:4]=1 |f:2.3|. Procedure details: A solution of 6-methoxy-3-pyridine carboxaldehyde (100 mg, 0.73 mmol) in ethanol (2 mL) and acetic acid (0.2 mL) at room temperature was treated with tert-butyl-1-piperazine carboxylate (2.5 eq, 1.82 mmol, 339 mg) and stirred for 5 minutes. Sodium cyanoborohydride (0.95 eq, 0.69 mmol, 44 mg) was added portionwise and the reaction then stirred for 16 h. Concentration in vacuo and preparative tlc purification (EtOAc) gave the product (168 mg, 75%) as a colourless oil; δH (500 MHz, CDCl3) 1.47 (s, ... Starting materials: CC1OC(C)(C)c2cc(-c3ccc(C#N)n3C)ccc2N1C(=O)OCC1c2ccccc2-c2ccccc21, C1CCNCC1, CN(C)C=O. Yields the product CC1Nc2ccc(-c3ccc(C#N)n3C)cc2C(C)(C)O1. RXN SMILES: [C:1](#[N:2])[c:3]1[cH:4][cH:5][c:6](-[c:9]2[cH:10][cH:11][c:12]3[c:13]([cH:38]2)[C:14]([CH3:36])([CH3:37])[O:15][CH:16]([CH3:35])[N:17]3[C:18]([O:19][CH2:20][CH:21]2[c:22]3[cH:23][cH:24][cH:25][cH:26][c:27]3-[c:28]3[c:29]2[cH:30][cH:31][cH:32][cH:33]3)=[O:34])[n:7]1[CH3:8].[CH2:39]1[CH2:40][CH2:41][NH:42][CH2:43][CH2:44]1.[O:45]=[CH:46][N:47]([CH3:48])[CH3:49]>>[C:1](#[N:2])[c:3]1[cH:4][cH:5][c:6](-[c:9]2[cH:10][cH:11][c:12]3[c:13]([cH:38]2)[C:14]([CH3:36])([CH3:37])[O:15][CH:16]([CH3:35])[NH:17]3)[n:7]1[CH3:8]. Reactants: COCCN(CCOC)S(F)(F)F ([Bis(2-methoxyethyl)amino]sulfur trifluoride), BrC=1C=CC(=C(C1)[C@@]12CO[C@H](C[C@H]2CSC(=N1)NC(OC(C)(C)C)=O)CO)F (tert-butyl [(4aR,6R,8aS)-8a-(5-bromo-2-fluorophenyl)-6-hydroxymethyl-4,4a,5,6,8,8a-hexahydro-7-oxa-3-thia-1-azanaphthalen-2-yl]carbamate), C([O-])(O)=O.[Na+] (sodium bicarbonate). Solvent: ClCCl (dichloromethane). Run at time 8 hour. Product: BrC=1C=CC(=C(C1)[C@@]12CO[C@H](C[C@H]2CSC(=N1)NC(OC(C)(C)C)=O)CF)F (tert-butyl [(4aR,6R,8aS)-8a-(5-bromo-2-fluorophenyl)-6-fluoromethyl-4,4a,5,6,8,8a-hexahydro-7-oxa-3-thia-1-azanaphthalen-2-yl]carbamate). As a reaction SMILES: COCCN(S(F)(F)[F:11])CCOC.[Br:14][C:15]1[CH:16]=[CH:17][C:18]([F:41])=[C:19]([C@@:21]23[N:30]=[C:29]([NH:31][C:32](=[O:38])[O:33][C:34]([CH3:37])([CH3:36])[CH3:35])[S:28][CH2:27][C@@H:26]2[CH2:25][C@H:24]([CH2:39]O)[O:23][CH2:22]3)[CH:20]=1.C(=O)(O)[O-].[Na+]>ClCCl>[Br:14][C:15]1[CH:16]=[CH:17][C:18]([F:41])=[C:19]([C@@:21]23[N:30]=[C:29]([NH:31][C:32](=[O:38])[O:33][C:34]([CH3:37])([CH3:35])[CH3:36])[S:28][CH2:27][C@@H:26]2[CH2:25][C@H:24]([CH2:39][F:11])[O:23][CH2:22]3)[CH:20]=1 |f:2.3|. Procedure details: [Bis(2-methoxyethyl)amino]sulfur trifluoride (155 μl) was added dropwise to a solution of tert-butyl [(4aR,6R,8aS)-8a-(5-bromo-2-fluorophenyl)-6-hydroxymethyl-4,4a,5,6,8,8a-hexahydro-7-oxa-3-thia-1-azanaphthalen-2-yl]carbamate (200 mg) in dichloromethane (5.0 ml) at −78° C. The mixture was stirred overnight with gradual heating to room temperature. A sodium bicarbonate solution was added to the reaction mixture to terminate the reaction. The aqueous layer was extracted with ethyl acetate, and th... Reactants: CCC(CC)N(OCc1ccccc1)C(=O)Nc1ccccc1, CCO, O=C[O-], [NH4+]. The product is CCC(CC)N(O)C(=O)Nc1ccccc1. As a reaction SMILES: [CH2:1]([c:2]1[cH:3][cH:4][cH:5][cH:6][cH:7]1)[O:8][N:9]([C:10](=[O:11])[NH:12][c:13]1[cH:14][cH:15][cH:16][cH:17][cH:18]1)[CH:19]([CH2:20][CH3:21])[CH2:22][CH3:23].[CH3:28][CH2:29][OH:30].[CH:24]([O-:25])=[O:26].[NH4+:27]>>[OH:8][N:9]([C:10](=[O:11])[NH:12][c:13]1[cH:14][cH:15][cH:16][cH:17][cH:18]1)[CH:19]([CH2:20][CH3:21])[CH2:22][CH3:23]. The reactants are CCO, CCOC(C)=O, CC(=O)[O-], Cl, NO, [Na+], O, CC(=O)c1cccc(O)c1. Product: CC(=NO)c1cccc(O)c1. RXN SMILES: [CH3:19][CH2:20][OH:21].[CH3:23][CH2:24][O:25][C:26](=[O:27])[CH3:28].[CH3:5][C:6](=[O:7])[O-:8].[ClH:1].[NH2:2][OH:3].[Na+:4].[OH2:22].[OH:9][c:10]1[cH:11][c:12]([C:16]([CH3:17])=[O:18])[cH:13][cH:14][cH:15]1>>[N:2]([OH:3])=[C:16]([c:12]1[cH:11][c:10]([OH:9])[cH:15][cH:14][cH:13]1)[CH3:17]. The reactants are ClC=1C2=CC=CC=C2N=C2C=CC=CC12 (9-chloroacridine), CN1CCN(CC1)C1=CC=C(N)C=C1 (4-(4-methylpiperazin-1-yl)aniline). The reagents and catalysts are Cl (hydrochloric acid), Cl (hydrochloric acid). The solvent is CO (methanol), CO (methanol). Conditions: time 30 minute. Yields the product C1=CC=CC2=NC3=CC=CC=C3C(=C12)NC1=CC=C(C=C1)N1CCN(CC1)C (Acridin-9-yl-[4-(4-methylpiperazin-1 -yl)-phenyl]amine). The yield is 12.0%. As a reaction SMILES: [CH3:1][N:2]1[CH2:7][CH2:6][N:5]([C:8]2[CH:14]=[CH:13][C:11]([NH2:12])=[CH:10][CH:9]=2)[CH2:4][CH2:3]1.Cl[C:16]1[C:17]2[C:22]([N:23]=[C:24]3[C:29]=1[CH:28]=[CH:27][CH:26]=[CH:25]3)=[CH:21][CH:20]=[CH:19][CH:18]=2>Cl.CO>[CH:18]1[C:17]2[C:22](=[N:23][C:24]3[C:29]([C:16]=2[NH:12][C:11]2[CH:13]=[CH:14][C:8]([N:5]4[CH2:4][CH2:3][N:2]([CH3:1])[CH2:7][CH2:6]4)=[CH:9][CH:10]=2)=[CH:28][CH:27]=[CH:26][CH:25]=3)[CH:21]=[CH:20][CH:19]=1. Procedure details: 0.191 g (1.0 mmol) of 4-(4-methylpiperazin-1-yl)aniline, 2.5 ml of methanol and a few drops of concentrated hydrochloric acid were mixed and heated under reflux. The 9-chloroacridine (1-1,5 equivalents) and 2.5 ml methanol were mixed separately and added to the reaction mixture in small portions. After 30 min of stirring, two drops of concentrated hydrochloric acid were added, and heating was continued for 2 h. The reaction mixture was then evaporated to dryness and purified by chromatography (s...